This data is from the Open Reaction Database (ORD), a public repository of structured organic reaction records. The task is: describe an organic reaction: reactants, conditions, products, and yield Reactants: N(=O)[O-].[Na+] (sodium nitrite), NC=1C=NC2=CC=CC=C2C1NC1=C(C=CC=C1)C (3-amino-4-(2-methylphenylamino)quinoline). The solvent is O (water), Cl (HCl). Yields the product CC1=C(C=CC=C1)N1N=NC=2C=NC=3C=CC=CC3C21 (1-(2-Methylphenyl)triazolo[4,5-c]quinoline). Isolated yield 26.4%. Reaction SMILES: [N:1]([O-])=O.[Na+].[NH2:5][C:6]1[CH:7]=[N:8][C:9]2[C:14]([C:15]=1[NH:16][C:17]1[CH:22]=[CH:21][CH:20]=[CH:19][C:18]=1[CH3:23])=[CH:13][CH:12]=[CH:11][CH:10]=2>O.Cl>[CH3:23][C:18]1[CH:19]=[CH:20][CH:21]=[CH:22][C:17]=1[N:16]1[C:15]2[C:14]3[CH:13]=[CH:12][CH:11]=[CH:10][C:9]=3[N:8]=[CH:7][C:6]=2[N:5]=[N:1]1 |f:0.1|. Reported procedure: A solution of sodium nitrite (0.82 g, 12 mmol) in water (10 ml) was added dropwise to a stirred suspension of 3-amino-4-(2-methylphenylamino)quinoline (2.0 g,8 mmol) in 2M HCl (80 ml) at 0.5°. The solid gradually dissolved to give a pale orange solution which deposited a solid after about 1 hour. After warming to room temperature the solid was collected, washed with water and recrystallised from aqueous ethanol with charcoaling, to give the title compound as a white solid (0.55 g, 26%), m.p. 140...